From a dataset of the Open Reaction Database (ORD), a public repository of structured organic reaction records. describe an organic reaction: reactants, conditions, products, and yield The reactants are CCCBr, CCCCO, [K+], [OH-], O=C(O)CCC(=O)c1ccccc1O. Yields the product CCCOc1ccccc1C(=O)CCC(=O)O. As a reaction SMILES: [Br:17][CH2:18][CH2:19][CH3:20].[CH2:21]([OH:22])[CH2:23][CH2:24][CH3:25].[K+:16].[OH-:15].[OH:1][c:2]1[c:3]([C:4](=[O:5])[CH2:6][CH2:7][C:8](=[O:9])[OH:10])[cH:11][cH:12][cH:13][cH:14]1>>[O:1]([c:2]1[c:3]([C:4](=[O:5])[CH2:6][CH2:7][C:8](=[O:9])[OH:10])[cH:11][cH:12][cH:13][cH:14]1)[CH2:18][CH2:19][CH3:20]. The reactants are ClC1=C(C(=CC=C1)Cl)C1=CC2=C(N=C(N=C2)C)N=C1N (6-(2,6-dichlorophenyl)-2-methylpyrido[2,3-d]pyrimidin-7-amine), O1C(=CC=C1)C(=O)O (2-furoic acid), C(=O)(N1C=NC=C1)N1C=NC=C1 (carbonyldiimidazole). The solvent is C(Cl)(Cl)Cl (chloroform). Run at temperature 40 celsius. Yields the product ClC1=C(C(=CC=C1)Cl)C1=CC2=C(N=C(N=C2)C)N=C1NC(=O)C=1OC=CC1 (N-[6-(2,6-dichlorophenyl)-2-methylpyrido[2,3-d]pyrimidin-7-yl]-2-furancarboxamide). Reaction SMILES: [Cl:1][C:2]1[CH:7]=[CH:6][CH:5]=[C:4]([Cl:8])[C:3]=1[C:9]1[C:19]([NH2:20])=[N:18][C:12]2[N:13]=[C:14]([CH3:17])[N:15]=[CH:16][C:11]=2[CH:10]=1.[O:21]1[CH:25]=[CH:24][CH:23]=[C:22]1[C:26](O)=[O:27].C(N1C=CN=C1)(N1C=CN=C1)=O>C(Cl)(Cl)Cl>[Cl:8][C:4]1[CH:5]=[CH:6][CH:7]=[C:2]([Cl:1])[C:3]=1[C:9]1[C:19]([NH:20][C:26]([C:22]2[O:21][CH:25]=[CH:24][CH:23]=2)=[O:27])=[N:18][C:12]2[N:13]=[C:14]([CH3:17])[N:15]=[CH:16][C:11]=2[CH:10]=1. Procedure: A suspension of 3.0 g of 6-(2,6-dichlorophenyl)-2-methylpyrido[2,3-d]pyrimidin-7-amine and 1.8 g of 2-furoic acid in 50 ml of chloroform is boiled on a steam bath until the distilling vapors reach a temperature of 61° C. The mixture is cooled to about 40° C. and 2.6 g of carbonyldiimidazole is added cautiously. Gas is evolved. When gas evolution has ceased, the resulting solution is heated at reflux for 30 hours. The cooled reaction mixture is chromatographed directly on a column of 150 g of sil... Starting materials: O=C(Cl)c1ccccc1, O=C([O-])[O-], CCOC(C)=O, [K+], [K+], CN(C)CC1CCc2cc(OCc3ccc(N)cc3)ccc2C1, c1ccncc1. Product: CN(C)CC1CCc2cc(OCc3ccc(NC(=O)c4ccccc4)cc3)ccc2C1. As a reaction SMILES: [C:1]([c:2]1[cH:3][cH:4][cH:5][cH:6][cH:7]1)(=[O:8])[Cl:9].[C:39](=[O:40])([O-:41])[O-:42].[CH3:45][CH2:46][O:47][C:48](=[O:49])[CH3:50].[K+:43].[K+:44].[NH2:16][c:17]1[cH:18][cH:19][c:20]([CH2:21][O:22][c:23]2[cH:24][c:25]3[c:30]([cH:31][cH:32]2)[CH2:29][CH:28]([CH2:33][N:34]([CH3:35])[CH3:36])[CH2:27][CH2:26]3)[cH:37][cH:38]1.[cH:10]1[cH:11][cH:12][n:13][cH:14][cH:15]1>>[C:1]([c:2]1[cH:3][cH:4][cH:5][cH:6][cH:7]1)(=[O:8])[NH:16][c:17]1[cH:18][cH:19][c:20]([CH2:21][O:22][c:23]2[cH:24][c:25]3[c:30]([cH:31][cH:32]2)[CH2:29][CH:28]([CH2:33][N:34]([CH3:35])[CH3:36])[CH2:27][CH2:26]3)[cH:37][cH:38]1. Starting materials: BrC=1C=C(CO)C=CC1S(N(C)C)(=O)=O (3-Bromo-4-(N,N-dimethylsulfamoyl)benzyl alcohol), S(=O)(Cl)Cl (thionyl chloride). The solvent is CCCCCC (n-hexane), C(Cl)Cl (DCM). Run at time 2 hour. Product: BrC=1C=C(CCl)C=CC1S(N(C)C)(=O)=O (3-Bromo-4-(N,N-dimethylsulfamoyl)benzyl chloride). The yield is 99.4%. Reaction SMILES: [Br:1][C:2]1[CH:3]=[C:4]([CH:7]=[CH:8][C:9]=1[S:10](=[O:15])(=[O:14])[N:11]([CH3:13])[CH3:12])[CH2:5]O.S(Cl)([Cl:18])=O>C(Cl)Cl.CCCCCC>[Br:1][C:2]1[CH:3]=[C:4]([CH:7]=[CH:8][C:9]=1[S:10](=[O:15])(=[O:14])[N:11]([CH3:13])[CH3:12])[CH2:5][Cl:18]. Reported procedure: To a solution of OBS02002 (5.0 g, 16.12 mmol) in anhydrous DCM (50 mL) was added thionyl chloride (1.76 mL, 24.18 mmol). The mixture was stirred at room temperature for 2 h and the volatiles removed in vacuo. The residue was re-dissolved and co-evaporated three times with DCM (3×20 mL) to give a yellow oil which solidified on standing. The solid was stirred in n-hexane, filtered and air-dried to give OBS02003 as an off-white solid (5.01 g, 95%). TLC [SiO2, EtOAc-n-hexane (1:1)] Rf=0.79; 1H-NMR (... Starting materials: C(C)N(C1=CC=C(C=O)C=C1)CC (4-diethylaminobenzaldehyde), [N+](=O)([O-])C1=CC=C(C=C1)CC(=O)O (4-nitrophenylacetic acid), N1CCCCC1 (piperidine), xylenes. Solvent: O (water). Run at temperature 0 celsius. Product: C(C)N(C1=CC=C(C=CC2=CC=C(C=C2)[N+](=O)[O-])C=C1)CC (4'-Diethylamino-4-nitrostilbene). RXN SMILES: [CH2:1]([N:3]([CH2:12][CH3:13])[C:4]1[CH:11]=[CH:10][C:7]([CH:8]=O)=[CH:6][CH:5]=1)[CH3:2].[N+:14]([C:17]1[CH:22]=[CH:21][C:20]([CH2:23]C(O)=O)=[CH:19][CH:18]=1)([O-:16])=[O:15].N1CCCCC1>O>[CH2:1]([N:3]([CH2:12][CH3:13])[C:4]1[CH:11]=[CH:10][C:7]([CH:8]=[CH:23][C:20]2[CH:21]=[CH:22][C:17]([N+:14]([O-:16])=[O:15])=[CH:18][CH:19]=2)=[CH:6][CH:5]=1)[CH3:2]. Procedure details: A mixture of 5.00 g (28 mmol) of 4-diethylaminobenzaldehyde, 5.62 g (31 mmol) of 4-nitrophenylacetic acid, 2.40 g (28 mmol) of piperidine, and 100 mL of xylenes was heated with stirring at reflux for 20 hours with continuous removal of water using a Dean-Stark apparatus. The mixture turned dark red. Approximately half the xylenes was distilled, and the residue was cooled to 3 0° C. Red crystals separated which were collected and then recrystallized from isopropanol/pyridine. Yield: 4.05 g (48%),... Starting materials: O=C(Nc1ccc(Br)c(F)c1)c1ccccn1, O=C([O-])O, [Li]CCCC, C=C1CCOC1=O, [H-], [Na+], [Na+], C1CCOC1. Product: C=C(CCO)C(=O)c1ccc(NC(=O)c2ccccn2)cc1F. Reaction SMILES: [Br:3][c:4]1[c:5]([F:19])[cH:6][c:7]([NH:10][C:11](=[O:12])[c:13]2[n:14][cH:15][cH:16][cH:17][cH:18]2)[cH:8][cH:9]1.[C:32](=[O:33])([OH:34])[O-:35].[CH2:20]([Li:21])[CH2:22][CH2:23][CH3:24].[CH2:25]=[C:26]1[C:27](=[O:31])[O:28][CH2:29][CH2:30]1.[H-:1].[Na+:2].[Na+:36].[O:37]1[CH2:38][CH2:39][CH2:40][CH2:41]1>>[c:4]1([C:27]([C:26](=[CH2:25])[CH2:30][CH2:29][OH:28])=[O:31])[c:5]([F:19])[cH:6][c:7]([NH:10][C:11](=[O:12])[c:13]2[n:14][cH:15][cH:16][cH:17][cH:18]2)[cH:8][cH:9]1. Starting materials: C1(=CC=CC=C1)C=1N=C(OC1C1=CC=CC=C1)C=1C(CCCC1)CC1=C(C(=O)OC)C=CC=C1 (methyl 2-{[2-(4,5-diphenyloxazol-2-yl)-2-cyclohexen-1-yl]methyl}benzoate), [OH-].[Na+] (NaOH). Run in Cl (HCl), CO.O1CCOCC1 (MeOH 1,4-dioxane). Conditions: temperature 80 celsius, time 3 hour. The product is C1(=CC=CC=C1)C=1N=C(OC1C1=CC=CC=C1)C=1C(CCCC1)CC1=C(C(=O)[O-])C=CC=C1.[Na+] (sodium 2-{[2-(4,5-diphenyloxazol-2-yl)-2-cyclohexen-1-yl1methyl}benzoate). RXN SMILES: [C:1]1([C:7]2[N:8]=[C:9]([C:18]3[CH:19]([CH2:24][C:25]4[CH:34]=[CH:33][CH:32]=[CH:31][C:26]=4[C:27]([O:29]C)=[O:28])[CH2:20][CH2:21][CH2:22][CH:23]=3)[O:10][C:11]=2[C:12]2[CH:17]=[CH:16][CH:15]=[CH:14][CH:13]=2)[CH:6]=[CH:5][CH:4]=[CH:3][CH:2]=1.[OH-].[Na+:36]>CO.O1CCOCC1.Cl>[C:1]1([C:7]2[N:8]=[C:9]([C:18]3[CH:19]([CH2:24][C:25]4[CH:34]=[CH:33][CH:32]=[CH:31][C:26]=4[C:27]([O-:29])=[O:28])[CH2:20][CH2:21][CH2:22][CH:23]=3)[O:10][C:11]=2[C:12]2[CH:17]=[CH:16][CH:15]=[CH:14][CH:13]=2)[CH:2]=[CH:3][CH:4]=[CH:5][CH:6]=1.[Na+:36] |f:1.2,3.4,6.7|. Procedure: To a solution of methyl 2-{[2-(4,5-diphenyloxazol-2-yl)-2-cyclohexen-1-yl]methyl}benzoate (37 mg) in MeOH-1,4-dioxane (1:1, 3 ml) was added iN NaOH solution (1.0 ml) at 5° C. and the mixture was stirred at 80° C. for 3 hours. After cooling, the mixture was acidified with iN HCl and extracted with EtOAc. The organic layer was washed with water and brine, dried over magnesium sulfate, evaporated in vacuo. The residue was dissolved in MeOH-1,4-dioxane (1:1, 2 ml) and 1N NaOH solution (0.0824 ml) wa...